This data is from the Open Reaction Database (ORD), a public repository of structured organic reaction records. The task is: describe an organic reaction: reactants, conditions, products, and yield Starting materials: C=CCCl, CCO, CO, COc1ccc(CC(=O)Nc2cc(Cl)ccc2O)cc1OC1CCCC1, [Na+], [OH-], O. Product: C=CCOc1ccc(Cl)cc1NC(=O)Cc1ccc(OC)c(OC2CCCC2)c1. Reaction SMILES: [CH2:1]([CH:2]=[CH2:3])[Cl:4].[CH3:31][CH2:32][OH:33].[CH3:36][OH:37].[CH:5]1([O:10][c:11]2[cH:12][c:13]([CH2:19][C:20](=[O:21])[NH:22][c:23]3[c:24]([OH:30])[cH:25][cH:26][c:27]([Cl:29])[cH:28]3)[cH:14][cH:15][c:16]2[O:17][CH3:18])[CH2:6][CH2:7][CH2:8][CH2:9]1.[Na+:35].[OH-:34].[OH2:38]>>[CH2:1]=[CH:2][CH2:3][O:30][c:24]1[c:23]([NH:22][C:20]([CH2:19][c:13]2[cH:12][c:11]([O:10][CH:5]3[CH2:6][CH2:7][CH2:8][CH2:9]3)[c:16]([O:17][CH3:18])[cH:15][cH:14]2)=[O:21])[cH:28][c:27]([Cl:29])[cH:26][cH:25]1. Reactants: ice water, C(C)C=1C=C(C=C(C1OCCCNC(C1=CC=C(C=C1)C(F)(F)F)=O)C)O (3-ethyl-5-methyl-4-(3-(4-(trifluoromethyl)benzamido)propyloxy)phenol), C([O-])([O-])=O.[K+].[K+] (potassium carbonate), ClC(=CCCl)Cl (1,1,3-trichloropropene). The solvent is CN(C=O)C (N,N-dimethylformamide), CN(C=O)C (N,N-dimethylformamide). The product is C(C)C=1C=C(C=C(C1OCCCNC(C1=CC=C(C=C1)C(F)(F)F)=O)C)OCC=C(Cl)Cl (3-ethyl-5-methyl-1-(3,3-dichloro-2-propenyloxy)-4-(3-(4-(trifluoromethyl)benzamido)propyloxy)benzene). Isolated yield 56.6%. As a reaction SMILES: [CH2:1]([C:3]1[CH:4]=[C:5]([OH:27])[CH:6]=[C:7]([CH3:26])[C:8]=1[O:9][CH2:10][CH2:11][CH2:12][NH:13][C:14](=[O:25])[C:15]1[CH:20]=[CH:19][C:18]([C:21]([F:24])([F:23])[F:22])=[CH:17][CH:16]=1)[CH3:2].C(=O)([O-])[O-].[K+].[K+].[Cl:34][C:35]([Cl:39])=[CH:36][CH2:37]Cl>CN(C)C=O>[CH2:1]([C:3]1[CH:4]=[C:5]([O:27][CH2:37][CH:36]=[C:35]([Cl:39])[Cl:34])[CH:6]=[C:7]([CH3:26])[C:8]=1[O:9][CH2:10][CH2:11][CH2:12][NH:13][C:14](=[O:25])[C:15]1[CH:20]=[CH:19][C:18]([C:21]([F:24])([F:22])[F:23])=[CH:17][CH:16]=1)[CH3:2] |f:1.2.3|. Procedure details: To a mixture of 0.66 g of 3-ethyl-5-methyl-4-(3-(4-(trifluoromethyl)benzamido)propyloxy)phenol, 0.29 g of potassium carbonate and 20 ml of N,N-dimethylformamide was added dropwise a mixed solution of 0.28 g of 1,1,3-trichloropropene and 5 ml of N,N-dimethylformamide, while stirring at room temperature. After stirring at room temperature for 6 hours, the reaction mixture was poured into ice water and extracted twice with 50 ml of diethyl ether. The ether layers were combined, washed with water, d... Reactants: BrC1=CN=CN1C (5-bromo-1-methyl-1H-imidazole), C(C)(C)[Mg]Cl.[Li+].[Cl-] (isopropylmagnesium chloride LiCl), CON(C(=O)C=1C=CC2=C(N=C(O2)C)C1)C (N-methoxy-N,2-dimethylbenzo[d]oxazole-5-carboxamide), Intermediate 43. The solvent is C1CCOC1 (THF), C1CCOC1 (THF). Reaction conditions: temperature 0 celsius, time 25 minute. Product: CN1C=NC=C1C(=O)C=1C=CC2=C(N=C(O2)C)C1 ((1-Methyl-1H-imidazol-5-yl)(2-methylbenzo[d]oxazol-5-yl)methanone). As a reaction SMILES: Br[C:2]1[N:6]([CH3:7])[CH:5]=[N:4][CH:3]=1.C([Mg]Cl)(C)C.[Li+].[Cl-].CON(C)[C:18]([C:20]1[CH:21]=[CH:22][C:23]2[O:27][C:26]([CH3:28])=[N:25][C:24]=2[CH:29]=1)=[O:19]>C1COCC1>[CH3:7][N:6]1[C:2]([C:18]([C:20]2[CH:21]=[CH:22][C:23]3[O:27][C:26]([CH3:28])=[N:25][C:24]=3[CH:29]=2)=[O:19])=[CH:3][N:4]=[CH:5]1 |f:1.2.3|. Procedure details: To a flask containing 5-bromo-1-methyl-1H-imidazole (700 mg, 4.35 mmol) was added THF (14 mL) and the solution was cooled to 0° C. To this clear homogeneous solution was added isopropylmagnesium chloride-LiCl complex (1.3 M in THF, 3.4 mL, 4.38 mmol) which resulted in a white suspension. The reaction was stirred at 0° C. for 25 min, then a THF solution (5 mL) of (N-methoxy-N,2-dimethylbenzo[d]oxazole-5-carboxamide (700 mg, 3.20 mmol, Intermediate 43, step a) was introduced and the mixture was al... Starting materials: [Br-], [Li]CCCC, CC(=O)c1cccc(CN(C)CC=CC#CC(C)(C)C)c1, C[P+](c1ccccc1)(c1ccccc1)c1ccccc1, CCCCCC. Yields the product C=C(C)c1cccc(CN(C)CC=CC#CC(C)(C)C)c1. As a reaction SMILES: [Br-:33].[CH2:1]([Li:2])[CH2:3][CH2:4][CH3:5].[CH3:12][C:13]([C:14]#[C:15][CH:16]=[CH:17][CH2:18][N:19]([CH3:20])[CH2:21][c:22]1[cH:23][c:24]([C:28]([CH3:29])=[O:30])[cH:25][cH:26][cH:27]1)([CH3:31])[CH3:32].[CH3:34][P+:35]([c:36]1[cH:37][cH:38][cH:39][cH:40][cH:41]1)([c:42]1[cH:43][cH:44][cH:45][cH:46][cH:47]1)[c:48]1[cH:49][cH:50][cH:51][cH:52][cH:53]1.[CH3:6][CH2:7][CH2:8][CH2:9][CH2:10][CH3:11]>>[CH3:1][C:28]([c:24]1[cH:23][c:22]([CH2:21][N:19]([CH2:18][CH:17]=[CH:16][C:15]#[C:14][C:13]([CH3:12])([CH3:31])[CH3:32])[CH3:20])[cH:27][cH:26][cH:25]1)=[CH2:29]. Reactants: C(=O)(OC)C1=C(C=O)C=CC=C1 (2-carbomethoxybenzaldehyde), ( 11 ), N[C@H]1[C@@H](C(OC2=C1C=C(C=C2)I)(C)C)O (trans-4-amino-3,4-dihydro-2,2-dimethyl-6-iodo-2H-1-benzopyran-3-ol), C(#N)[BH3-].[Na+] (sodium cyanoborohydride). Reagents/catalysts: [Cl-].[Zn+2].[Cl-] (zinc chloride). Run in CO (methanol), CO (methanol). Yields the product CC1(OC2=C([C@H]([C@@H]1O)N1C(C3=CC=CC=C3C1)=O)C=C(C=C2)I)C (trans-2-[2,3-Dihydro-2,2-dimethyl-3-hydroxy-6-iodo-4H- 1-benzopyran-4-yl]-2,3-dihydro-1H-isoindol-1-one). The yield is 94.4%. Reaction SMILES: [NH2:1][C@@H:2]1[C:7]2[CH:8]=[C:9]([I:12])[CH:10]=[CH:11][C:6]=2[O:5][C:4]([CH3:14])([CH3:13])[C@H:3]1[OH:15].[C:16]([C:20]1[CH:27]=[CH:26][CH:25]=[CH:24][C:21]=1[CH:22]=O)(OC)=[O:17].C([BH3-])#N.[Na+]>CO.[Cl-].[Zn+2].[Cl-]>[CH3:14][C:4]1([CH3:13])[C@@H:3]([OH:15])[C@H:2]([N:1]2[CH2:22][C:21]3[C:20](=[CH:27][CH:26]=[CH:25][CH:24]=3)[C:16]2=[O:17])[C:7]2[CH:8]=[C:9]([I:12])[CH:10]=[CH:11][C:6]=2[O:5]1 |f:2.3,5.6.7|. Procedure details: To a solution of 5.48 g (17.2 mmol) of trans-4-amino-3,4-dihydro-2,2-dimethyl-6-iodo-2H-1-benzopyran-3-ol as prepared in Example 1 in methanol (34 mL) containing 3.38 g (20.6 mmol) of 2-carbomethoxybenzaldehyde was added 68.7 mL (34.4 mmol) of 0.5 M zinc chloride-modified sodium cyanoborohydride in methanol, prepared according to the method of Kim et. al. L. Org. Chem. 50 (11), 1927 (1985). The reaction mixture was refluxed for 3 h, cooled to room temperature and quenched with water (375 mL). Th... The reactants are C([O-])([O-])=O.[K+].[K+] (potassium carbonate), solution, CNC (dimethylamine), C1CCOC1 (THF), C(C)(C)(C)OC(=O)NC1=CC=C(C=C1)[C@@H](C(=O)O)N(C)C(C)C ((S)-2-(4-(tert-Butoxycarbonylamino)phenyl)-2-(isopropyl(methyl)amino)acetic Acid), ON1N=NC2=C1N=CC=C2 (1-hydroxy-7-azabenzotriazole), Cl.CN(CCCN=C=NCC)C (N-(3-dimethylaminopropyl)-N′-ethylcarbodiimide hydrochloride). Run in O (water), CN(C)C=O (DMF). Reaction conditions: temperature 0 celsius, time 1 hour. Product: NC1=CC=C(C=C1)[C@@H](C(=O)N(C)C)N(C)C(C)C ((S)-2-(4-Aminophenyl)-2-(isopropyl(methyl)amino)-N,N-dimethylacetamide). Yield: 59.0%. Reaction SMILES: C(OC([NH:8][C:9]1[CH:14]=[CH:13][C:12]([C@H:15]([N:19]([CH:21]([CH3:23])[CH3:22])[CH3:20])[C:16]([OH:18])=O)=[CH:11][CH:10]=1)=O)(C)(C)C.ON1[C:29]2[N:30]=[CH:31]C=CC=2N=N1.Cl.CN(C)CCCN=C=NCC.CNC.C1COCC1.C(=O)([O-])[O-].[K+].[K+]>O.CN(C=O)C>[NH2:8][C:9]1[CH:10]=[CH:11][C:12]([C@H:15]([N:19]([CH:21]([CH3:22])[CH3:23])[CH3:20])[C:16]([N:30]([CH3:31])[CH3:29])=[O:18])=[CH:13][CH:14]=1 |f:2.3,6.7.8|. Reported procedure: A 25-mL single-neck round-bottomed flask equipped with a magnetic stirrer was purged with nitrogen and charged with 22 (116 mg, 0.36 mmol), 1-hydroxy-7-azabenzotriazole (50 mg, 0.37 mmol), N-(3-dimethylaminopropyl)-N′-ethylcarbodiimide hydrochloride (208 mg, 1.08 mmol) and DMF (2 mL), and the mixture was cooled to 0° C. A 2M solution of dimethylamine in THF (0.3 mL, 0.6 mmol) was added, and the reaction was allowed to warm slowly to room temperature overnight. A solution of potassium carbonate (... Starting materials: C1OC=2C=C(C=CC2O1)O (3,4-Methylenedioxyphenol), N1CCCCC1 (piperidine), C(C=C)OC1=C(C=C(C=O)C=C1OC)Br (4-allyloxy-3-bromo-5-methoxy-benzaldehyde), C(CC#N)#N (malononitrile). Run in C(C)O (ethanol), O (water). Run at temperature 80 celsius. The product is C(C=C)OC1=C(C=C(C=C1OC)C1C(=C(OC=2C=C3C(=CC12)OCO3)N)C#N)Br (8-(4-Allyloxy-3-bromo-5-methoxy-phenyl)-6-amino-8H-[1,3]dioxolo[4,5-g]chromene-7-carbonitrile). As a reaction SMILES: [CH2:1]1[O:9][C:8]2[CH:7]=[CH:6][C:5]([OH:10])=[CH:4][C:3]=2[O:2]1.[CH2:11]([O:14][C:15]1[C:22]([O:23][CH3:24])=[CH:21][C:18]([CH:19]=O)=[CH:17][C:16]=1[Br:25])[CH:12]=[CH2:13].[C:26](#[N:30])[CH2:27][C:28]#[N:29].N1CCCCC1>C(O)C.O>[CH2:11]([O:14][C:15]1[C:22]([O:23][CH3:24])=[CH:21][C:18]([CH:19]2[C:6]3[CH:7]=[C:8]4[O:9][CH2:1][O:2][C:3]4=[CH:4][C:5]=3[O:10][C:26]([NH2:30])=[C:27]2[C:28]#[N:29])=[CH:17][C:16]=1[Br:25])[CH:12]=[CH2:13]. Procedure: 3,4-Methylenedioxyphenol (166 mg, 1.2 mmol), 4-allyloxy-3-bromo-5-methoxy-benzaldehyde (271 mg, 1 mmol) and malononitrile (66 mg, 1 mmol) were taken in 7 ml ethanol at room temperature, charged with piperidine (50 μL) and then stirred at 80° C. under LC-MS control till the reaction was complete. The reaction mixture was cooled down to room temperature, diluted with 10 ml water, stirred for 2 h at room temperature, solids were collected by filtration, washed with 1:1 mixture of ethanol/water and ...